This data is from the Open Reaction Database (ORD), a public repository of structured organic reaction records. The task is: describe an organic reaction: reactants, conditions, products, and yield Starting materials: [BH4-], O=C([O-])O, CC(=O)O, [Cl-], [H][H], [Na+], [Na+], [Na+], COC(=O)C1NC(=O)C1NC(=O)COc1ccccc1, C1CCOC1, O. Yields the product O=C(COc1ccccc1)NC1C(=O)NC1CO. As a reaction SMILES: [BH4-:21].[C:25](=[O:26])([OH:27])[O-:28].[CH3:38][C:39](=[O:40])[OH:41].[Cl-:31].[H:23][H:24].[Na+:22].[Na+:29].[Na+:30].[O:1]=[C:2]1[CH:3]([NH:10][C:11]([CH2:12][O:13][c:14]2[cH:15][cH:16][cH:17][cH:18][cH:19]2)=[O:20])[CH:4]([C:6](=[O:7])[O:8][CH3:9])[NH:5]1.[O:32]1[CH2:33][CH2:34][CH2:35][CH2:36]1.[OH2:37]>>[O:1]=[C:2]1[CH:3]([NH:10][C:11]([CH2:12][O:13][c:14]2[cH:15][cH:16][cH:17][cH:18][cH:19]2)=[O:20])[CH:4]([CH2:6][OH:7])[NH:5]1. The reactants are Clc1ccc(CBr)cc1Cl, [H-], [Na+], CN(C)C=O, CCCc1nc2cc(C(=O)c3ccccc3)ccc2[nH]1. The product is CCCc1nc2cc(C(=O)c3ccccc3)ccc2n1Cc1ccc(Cl)c(Cl)c1. As a reaction SMILES: [Cl:23][c:24]1[cH:25][c:26]([CH2:27][Br:28])[cH:29][cH:30][c:31]1[Cl:32].[H-:21].[Na+:22].[O:33]=[CH:34][N:35]([CH3:36])[CH3:37].[c:1]1([C:7](=[O:8])[c:9]2[cH:10][c:11]3[c:12]([nH:13][c:14]([CH2:16][CH2:17][CH3:18])[n:15]3)[cH:19][cH:20]2)[cH:2][cH:3][cH:4][cH:5][cH:6]1>>[c:1]1([C:7](=[O:8])[c:9]2[cH:10][c:11]3[c:12]([n:13]([CH2:27][c:26]4[cH:25][c:24]([Cl:23])[c:31]([Cl:32])[cH:30][cH:29]4)[c:14]([CH2:16][CH2:17][CH3:18])[n:15]3)[cH:19][cH:20]2)[cH:2][cH:3][cH:4][cH:5][cH:6]1. Starting materials: COC1=CC=C(C=C1)NC1CCN(CC1)CC1=CC(=NC=C1)C1=CC(=C(C(=C1)OC)OC(C)C)OC (4-(p-anisidino)-1-[[2-(3,5-dimethoxy-4-isopropoxyphenyl)pyridin-4-yl]methyl]piperidine), ClCC1=CC(=NC=C1)C1=CC(=C(C(=C1)OC)OC(C)C)OC (4-chloromethyl-2-(3,5-dimethoxy-4-isopropoxyphenyl)pyridine), trihydrochloride. The product is Cl.Cl.Cl.COC=1C=C(C=C(C1OC(C)C)OC)C1=NC=CC(=C1)CN1CCC(CC1)N(C1=CC=C(C=C1)OC)CC1=CC(=NC=C1)C1=CC(=C(C(=C1)OC)OC(C)C)OC (1-[[2-(3,5-Dimethoxy-4-isopropoxyphenyl)pyridin-4-yl]methyl]-4-[N-[[2-(3,5-dimethoxy-4-isopropoxyphenyl)pyridin-4-yl]methyl]-N-(4-methoxyphenyl)amino]piperidine Trihydrochloride). Reaction SMILES: [CH3:1][O:2][C:3]1[CH:8]=[CH:7][C:6]([NH:9][CH:10]2[CH2:15][CH2:14][N:13]([CH2:16][C:17]3[CH:22]=[CH:21][N:20]=[C:19]([C:23]4[CH:28]=[C:27]([O:29][CH3:30])[C:26]([O:31][CH:32]([CH3:34])[CH3:33])=[C:25]([O:35][CH3:36])[CH:24]=4)[CH:18]=3)[CH2:12][CH2:11]2)=[CH:5][CH:4]=1.[Cl:37][CH2:38][C:39]1[CH:44]=[CH:43][N:42]=[C:41]([C:45]2[CH:50]=[C:49]([O:51][CH3:52])[C:48]([O:53][CH:54]([CH3:56])[CH3:55])=[C:47]([O:57][CH3:58])[CH:46]=2)[CH:40]=1>>[ClH:37].[ClH:37].[ClH:37].[CH3:30][O:29][C:27]1[CH:28]=[C:23]([C:19]2[CH:18]=[C:17]([CH2:16][N:13]3[CH2:12][CH2:11][CH:10]([N:9]([CH2:38][C:39]4[CH:44]=[CH:43][N:42]=[C:41]([C:45]5[CH:50]=[C:49]([O:51][CH3:52])[C:48]([O:53][CH:54]([CH3:56])[CH3:55])=[C:47]([O:57][CH3:58])[CH:46]=5)[CH:40]=4)[C:6]4[CH:7]=[CH:8][C:3]([O:2][CH3:1])=[CH:4][CH:5]=4)[CH2:15][CH2:14]3)[CH:22]=[CH:21][N:20]=2)[CH:24]=[C:25]([O:35][CH3:36])[C:26]=1[O:31][CH:32]([CH3:33])[CH3:34] |f:2.3.4.5|. Reported procedure: 4-(p-anisidino)-1-[[2-(3,5-dimethoxy-4-isopropoxyphenyl)pyridin-4-yl]methyl]piperidine (307 mg) and 4-chloromethyl-2-(3,5-dimethoxy-4-isopropoxyphenyl)pyridine (201 mg) were condensed in the same manner as described in Example 9. A free base obtained was converted to a trihydrochloride giving the title compound as yellow powder.